Task: describe an organic reaction: reactants, conditions, products, and yield. Dataset: the Open Reaction Database (ORD), a public repository of structured organic reaction records As a reaction SMILES: [CH3:43][N:44]([CH3:45])[CH2:46][CH2:47][CH2:48][N:49]=[C:50]=[N:51][CH2:52][CH3:53].[CH:54]([N:55]([CH2:56][CH3:57])[CH:58]([CH3:59])[CH3:60])([CH3:61])[CH3:62].[ClH:42].[NH2:1][CH2:2][c:3]1[n:4][n:5][c:6](-[c:8]2[cH:9][cH:10][c:11]([OH:14])[cH:12][cH:13]2)[s:7]1.[Na+:72].[O-:68][C:69]([OH:70])=[O:71].[O:63]=[CH:64][N:65]([CH3:66])[CH3:67].[OH:15][CH:16]([C:17](=[O:18])[OH:19])[CH2:20][CH2:21][CH2:22][CH2:23][CH2:24][CH2:25][c:26]1[cH:27][cH:28][cH:29][cH:30][cH:31]1.[OH:32][n:33]1[c:34]2[c:35]([cH:36][cH:37][cH:38][cH:39]2)[n:40][n:41]1>>[NH:1]([CH2:2][c:3]1[n:4][n:5][c:6](-[c:8]2[cH:9][cH:10][c:11]([OH:14])[cH:12][cH:13]2)[s:7]1)[C:17]([CH:16]([OH:15])[CH2:20][CH2:21][CH2:22][CH2:23][CH2:24][CH2:25][c:26]1[cH:27][cH:28][cH:29][cH:30][cH:31]1)=[O:18]. The reactants are CCN=C=NCCCN(C)C, CCN(C(C)C)C(C)C, Cl, NCc1nnc(-c2ccc(O)cc2)s1, [Na+], O=C([O-])O, CN(C)C=O, O=C(O)C(O)CCCCCCc1ccccc1, On1nnc2ccccc21. Product: O=C(NCc1nnc(-c2ccc(O)cc2)s1)C(O)CCCCCCc1ccccc1. Starting materials: ClC(Cl)(Cl)Cl, CC(C)(C#N)N=NC(C)(C)C#N, O=C1CCC(=O)N1Br, Cc1ccc2c(-c3ccoc3)cc(=O)oc2c1. The product is O=c1cc(-c2ccoc2)c2ccc(CBr)cc2o1. Reaction SMILES: [Cl:38][C:39]([Cl:40])([Cl:41])[Cl:42].[N:26]#[C:27][C:28]([N:29]=[N:30][C:31]([C:32]#[N:33])([CH3:34])[CH3:35])([CH3:36])[CH3:37].[O:18]=[C:19]1[N:20]([Br:25])[C:21](=[O:22])[CH2:23][CH2:24]1.[o:1]1[cH:2][c:3](-[c:6]2[cH:7][c:8](=[O:17])[o:9][c:10]3[cH:11][c:12]([CH3:16])[cH:13][cH:14][c:15]23)[cH:4][cH:5]1>>[o:1]1[cH:2][c:3](-[c:6]2[cH:7][c:8](=[O:17])[o:9][c:10]3[cH:11][c:12]([CH2:16][Br:25])[cH:13][cH:14][c:15]23)[cH:4][cH:5]1. The reactants are C([O-])([O-])=O.[K+].[K+] (potassium carbonate), C(C(C)C)C1=NN=C(O1)C=1C=CC(=C(C1)CC(=O)O)C ([5-(5-isobutyl-[1,3,4]oxadiazol-2-yl)-2-methyl-phenyl]-acetic acid), IC (iodomethane). The solvent is CN(C=O)C (N,N-dimethylformamide). Run at time 2 day. Product: COC(CC1=C(C=CC(=C1)C=1OC(=NN1)CC(C)C)C)=O ([5-(5-isobutyl-[1,3,4]oxadiazol-2-yl)-2-methyl-phenyl]-acetic acid methyl ester). Yield: 50.9%. RXN SMILES: [C:1](=O)([O-])[O-].[K+].[K+].[CH2:7]([C:11]1[O:15][C:14]([C:16]2[CH:17]=[CH:18][C:19]([CH3:26])=[C:20]([CH2:22][C:23]([OH:25])=[O:24])[CH:21]=2)=[N:13][N:12]=1)[CH:8]([CH3:10])[CH3:9].IC>CN(C)C=O>[CH3:1][O:24][C:23](=[O:25])[CH2:22][C:20]1[CH:21]=[C:16]([C:14]2[O:15][C:11]([CH2:7][CH:8]([CH3:10])[CH3:9])=[N:12][N:13]=2)[CH:17]=[CH:18][C:19]=1[CH3:26] |f:0.1.2|. Reported procedure: A suspension of potassium carbonate (0.56 g, 4.05 mmol), [5-(5-isobutyl-[1,3,4]oxadiazol-2-yl)-2-methyl-phenyl]-acetic acid (1.01 g, 3.68 mmol) and iodomethane (0.33 mL, 5.26 mmol) in N,N-dimethylformamide (10 mL) was stirred at room temperature for 2 days. The reaction mixture was partitioned between ethyl acetate and water. The combined organic phase was washed with water and brine, dried (magnesium sulfate), filtered and concentrated under reduced pressure. The residue was purified by flash c... The reactants are BrN1C(CCC1=O)=O (N-bromosuccinimide), FC1=CC=C2CCC(C2=C1)=O (6fluoro-1-indanone). Reagents/catalysts: C(C1=CC=CC=C1)(=O)OOC(C1=CC=CC=C1)=O (benzoyl peroxide). Solvent: C(Cl)(Cl)(Cl)Cl (carbon tetrachloride). Yields the product BrC1CC(C2=CC(=CC=C12)F)=O (3-bromo-6-fluoro-1-indanone). Yield: 65.8%. RXN SMILES: [Br:1]N1C(=O)CCC1=O.[F:9][C:10]1[CH:18]=[C:17]2[C:13]([CH2:14][CH2:15][C:16]2=[O:19])=[CH:12][CH:11]=1>C(Cl)(Cl)(Cl)Cl.C(OOC(=O)C1C=CC=CC=1)(=O)C1C=CC=CC=1>[Br:1][CH:14]1[C:13]2[C:17](=[CH:18][C:10]([F:9])=[CH:11][CH:12]=2)[C:16](=[O:19])[CH2:15]1. Reported procedure: A mixture of N-bromosuccinimide (2.76 g, 15.51 mmoles, Aldrich), benzoyl peroxide (0.01 g, 0.04 mmoles, Aldrich) and 6fluoro-1-indanone (2.29 g, 15.25 mmoles) in carbon tetrachloride (20 mL) was refluxed under nitrogen for two hours. The mixture was cooled to ambient temperature, filtered, and the solids were washed with dichloromethane. The washings and filtrate were combined, washed successively with 1.0N sodium hydroxide (2×30 mL), water (2×30 mL) and brine (30 mL), and evaporated in vacuo. T... Starting materials: Cc1[nH]c2ccc(OCc3ccccc3)cc2c1-c1cccc(Cl)c1, CI, CN(C)C=O, [H-], [Na+]. Yields the product Cc1c(-c2cccc(Cl)c2)c2cc(OCc3ccccc3)ccc2n1C. Reaction SMILES: [CH2:1]([c:2]1[cH:3][cH:4][cH:5][cH:6][cH:7]1)[O:8][c:9]1[cH:10][c:11]2[c:12](-[c:19]3[cH:20][c:21]([Cl:25])[cH:22][cH:23][cH:24]3)[c:13]([CH3:18])[nH:14][c:15]2[cH:16][cH:17]1.[CH3:28][I:29].[CH3:30][N:31]([CH3:32])[CH:33]=[O:34].[H-:26].[Na+:27]>>[CH2:1]([c:2]1[cH:3][cH:4][cH:5][cH:6][cH:7]1)[O:8][c:9]1[cH:10][c:11]2[c:12](-[c:19]3[cH:20][c:21]([Cl:25])[cH:22][cH:23][cH:24]3)[c:13]([CH3:18])[n:14]([CH3:28])[c:15]2[cH:16][cH:17]1. The reactants are C#Cc1cncc(C(=O)N=S(C)(=O)c2ccccc2)c1, Ic1ncc[nH]1. Product: CS(=O)(=NC(=O)c1cncc(C#Cc2ncc[nH]2)c1)c1ccccc1. Reaction SMILES: [C:1](#[CH:2])[c:3]1[cH:4][n:5][cH:6][c:7]([C:8](=[O:9])[N:10]=[S:11]([c:12]2[cH:13][cH:14][cH:15][cH:16][cH:17]2)(=[O:18])[CH3:19])[cH:20]1.[I:21][c:22]1[nH:23][cH:24][cH:25][n:26]1>>[C:1](#[C:2][c:22]1[nH:23][cH:24][cH:25][n:26]1)[c:3]1[cH:4][n:5][cH:6][c:7]([C:8](=[O:9])[N:10]=[S:11]([c:12]2[cH:13][cH:14][cH:15][cH:16][cH:17]2)(=[O:18])[CH3:19])[cH:20]1. The reactants are [N+](=O)([O-])C1=C(N)C=CC(=C1)O (2-nitro-4-hydroxyaniline), C([O-])([O-])=O.[K+].[K+] (potassium carbonate), C(C1=CC=CC=C1)Br (benzyl bromide). Solvent: C(C)C(=O)C (methyl ethyl ketone). The product is [N+](=O)([O-])C1=C(N)C=CC(=C1)OCC1=CC=CC=C1 (2-Nitro-4-(benzyloxy)aniline). RXN SMILES: [N+:1]([C:4]1[CH:10]=[C:9]([OH:11])[CH:8]=[CH:7][C:5]=1[NH2:6])([O-:3])=[O:2].C(=O)([O-])[O-].[K+].[K+].[CH2:18](Br)[C:19]1[CH:24]=[CH:23][CH:22]=[CH:21][CH:20]=1>C(C(C)=O)C>[N+:1]([C:4]1[CH:10]=[C:9]([O:11][CH2:18][C:19]2[CH:24]=[CH:23][CH:22]=[CH:21][CH:20]=2)[CH:8]=[CH:7][C:5]=1[NH2:6])([O-:3])=[O:2] |f:1.2.3|. Reported procedure: 28.87 g (187.5 mM) of 2-nitro-4-hydroxyaniline in 600 ml of methyl ethyl ketone (MEK) are treated with 77.6 g of potassium carbonate and 22.3 ml (187.5 mM) of benzyl bromide. The reaction mixture is heated at reflux for3 h and is then evaporated to dryness. The evaporation residue is triturated in hexane, is filtered and dried under vacuum. There are thus isolated 40 g (88.9%) of the expected derivative, of melting point 106° C. Reported procedure: A solution of benzyl (4-oxo-4,5,7,8-tetrahydro-3H-pyrano[4,3-d]pyrimidin-2-yl)methylcarbamate (55.5 g, 176 mmol) in methanol (4 L) was degassed several times under nitrogen then palladium on carbon (1.87 g, 1.76 mmol, 10% on carbon) was added slowly under nitrogen atmosphere. The mixture was stirred under a hydrogen balloon at ambient temperature until TLC showed complete consumption of starting material. Filtration through a pad of Celite and evaporation of solvent provided the title compound (... Run in CO (methanol). RXN SMILES: [O:1]=[C:2]1[NH:7][C:6]([CH2:8][NH:9]C(=O)OCC2C=CC=CC=2)=[N:5][C:4]2[CH2:20][CH2:21][O:22][CH2:23][C:3]1=2>CO.[Pd]>[NH2:9][CH2:8][C:6]1[NH:7][C:2](=[O:1])[C:3]2[CH2:23][O:22][CH2:21][CH2:20][C:4]=2[N:5]=1. The product is NCC=1NC(C2=C(N1)CCOC2)=O (2-(Aminomethyl)-7,8-dihydro-3H-pyrano[4,3-d]pyrimidin-4(5H)-one). The yield is 100.3%. The reagents and catalysts are [Pd] (palladium on carbon). Starting materials: O=C1C2=C(N=C(N1)CNC(OCC1=CC=CC=C1)=O)CCOC2 (benzyl (4-oxo-4,5,7,8-tetrahydro-3H-pyrano[4,3-d]pyrimidin-2-yl)methylcarbamate).